From a dataset of the Open Reaction Database (ORD), a public repository of structured organic reaction records. describe an organic reaction: reactants, conditions, products, and yield Reactants: C(N)(=O)C(C1=CC=CC=C1)(C1=CC=CC=C1)C1CNCC1 (3-(R,S)-(1-carbamoyl-1,1-diphenylmethyl)pyrrolidine), CC1=CC=C(CCBr)C=C1 (4-methylphenethyl bromide), C([O-])([O-])=O.[K+].[K+] (potassium carbonate). Solvent: C(C)#N (acetonitrile). Product: C(N)(=O)C(C1=CC=CC=C1)(C1=CC=CC=C1)C1CN(CC1)CCC1=CC=C(C=C1)C (3-(R,S)-(1-carbamoyl-1,1-diphenylmethyl)-1-(4-methylphenethyl)pyrrolidine). As a reaction SMILES: [C:1]([C:4]([CH:17]1[CH2:21][CH2:20][NH:19][CH2:18]1)([C:11]1[CH:16]=[CH:15][CH:14]=[CH:13][CH:12]=1)[C:5]1[CH:10]=[CH:9][CH:8]=[CH:7][CH:6]=1)(=[O:3])[NH2:2].[CH3:22][C:23]1[CH:31]=[CH:30][C:26]([CH2:27][CH2:28]Br)=[CH:25][CH:24]=1.C(=O)([O-])[O-].[K+].[K+]>C(#N)C>[C:1]([C:4]([CH:17]1[CH2:21][CH2:20][N:19]([CH2:28][CH2:27][C:26]2[CH:30]=[CH:31][C:23]([CH3:22])=[CH:24][CH:25]=2)[CH2:18]1)([C:11]1[CH:12]=[CH:13][CH:14]=[CH:15][CH:16]=1)[C:5]1[CH:10]=[CH:9][CH:8]=[CH:7][CH:6]=1)(=[O:3])[NH2:2] |f:2.3.4|. Procedure details: A mixture containing 3-(R,S)-(1-carbamoyl-1,1-diphenylmethyl)pyrrolidine (0.6 g--see Preparation 8), 4-methylphenethyl bromide (0.44 g), anhydrous potassium carbonate (0.6 g) and acetonitrile (20 ml) was heated under reflux for 1.25 hours. The mixture was partitioned between 10% aqueous potassium carbonate (10 ml) and dichloromethane (20 ml), the layers were separated, and the aqueous layer extracted with dichloromethane (3×20 ml). The combined dichloromethane extracts were dried (MgSO4) and con...